describe an organic reaction: reactants, conditions, products, and yield From a dataset of the Open Reaction Database (ORD), a public repository of structured organic reaction records. The reactants are CCOC(=O)CCBr, CC(C)Oc1ccc(-c2nc(-c3cccc4c3OCCNC4)no2)cc1C#N, CC#N, CCN(C(C)C)C(C)C, Cl. Product: CCOC(=O)CCN1CCOc2c(cccc2-c2noc(-c3ccc(OC(C)C)c(C#N)c3)n2)C1. RXN SMILES: [Br:39][CH2:40][CH2:41][C:42](=[O:43])[O:44][CH2:45][CH3:46].[CH3:2][CH:3]([CH3:4])[O:5][c:6]1[c:7]([C:8]#[N:9])[cH:10][c:11](-[c:14]2[n:15][c:16](-[c:19]3[cH:20][cH:21][cH:22][c:23]4[c:29]3[O:28][CH2:27][CH2:26][NH:25][CH2:24]4)[n:17][o:18]2)[cH:12][cH:13]1.[CH3:47][C:48]#[N:49].[CH:30]([N:31]([CH2:32][CH3:33])[CH:34]([CH3:35])[CH3:36])([CH3:37])[CH3:38].[ClH:1]>>[CH3:2][CH:3]([CH3:4])[O:5][c:6]1[c:7]([C:8]#[N:9])[cH:10][c:11](-[c:14]2[n:15][c:16](-[c:19]3[cH:20][cH:21][cH:22][c:23]4[c:29]3[O:28][CH2:27][CH2:26][N:25]([CH2:40][CH2:41][C:42](=[O:43])[O:44][CH2:45][CH3:46])[CH2:24]4)[n:17][o:18]2)[cH:12][cH:13]1.